This data is from the Open Reaction Database (ORD), a public repository of structured organic reaction records. The task is: describe an organic reaction: reactants, conditions, products, and yield The reactants are N1(CCC1)CCCN1C2=NC(=NC(=C2N=C1OC)N)OCCCC (9-[3-(1-Azetidinyl)propyl]-2-(butyloxy)-8-(methyloxy)-9H-purin-6-amine), FC(C(=O)O)(F)F.C(CCC)OC=1NC(=C2N=C(N=C2N1)OC)N (2-(butyloxy)-8-(methyloxy)-1H-purin-6-amine trifluoroacetate), BrCCCBr (1,3-dibromopropane), N1CCCCCC1 (hexahydro-1H-azepine). The product is C(CCC)OC1=NC(=C2N=C(N(C2=N1)CCCN1CCCCCC1)OC)N (2-(Butyloxy)-9-[3-(hexahydro-1H-azepin-1-yl)propyl]-8-(methyloxy)-9H-purin-6-amine). As a reaction SMILES: [N:1]1([CH2:5][CH2:6][CH2:7][N:8]2[C:16]([O:17][CH3:18])=[N:15][C:14]3[C:9]2=[N:10][C:11]([O:20][CH2:21][CH2:22][CH2:23][CH3:24])=[N:12][C:13]=3[NH2:19])[CH2:4][CH2:3][CH2:2]1.FC(F)(F)C(O)=O.[CH2:32](OC1NC(N)=C2C(N=1)=NC(OC)=N2)[CH2:33][CH2:34]C.BrCCCBr.N1CCCCCC1>>[CH2:21]([O:20][C:11]1[N:10]=[C:9]2[C:14]([N:15]=[C:16]([O:17][CH3:18])[N:8]2[CH2:7][CH2:6][CH2:5][N:1]2[CH2:4][CH2:3][CH2:34][CH2:33][CH2:32][CH2:2]2)=[C:13]([NH2:19])[N:12]=1)[CH2:22][CH2:23][CH3:24] |f:1.2|. Procedure details: Prepared similarly to Intermediate 20 from 2-(butyloxy)-8-(methyloxy)-1H-purin-6-amine trifluoroacetate, 1,3-dibromopropane and hexahydro-1H-azepine. Starting materials: [Al+3], CC(=O)Cl, [Cl-], [Cl-], [Cl-], CCc1c(F)cccc1Cl, Cl, O. Product: CCc1c(F)ccc(C(C)=O)c1Cl. RXN SMILES: [Al+3:12].[CH3:15][C:16]([Cl:17])=[O:18].[Cl-:11].[Cl-:13].[Cl-:14].[Cl:1][c:2]1[c:3]([CH2:9][CH3:10])[c:4]([F:8])[cH:5][cH:6][cH:7]1.[ClH:19].[OH2:20]>>[Cl:1][c:2]1[c:3]([CH2:9][CH3:10])[c:4]([F:8])[cH:5][cH:6][c:7]1[C:16]([CH3:15])=[O:18]. Starting materials: CC1(CC(CC(C1)(C)C)(C)C)O (1,3,3,5,5-pentamethylcyclohexanol), C[Si](C)(C)C#N (trimethylsilyl cyanide), [OH-].[Na+] (NaOH). Solvent: C(C)(=O)O (acetic acid). Reaction conditions: time 22 hour. Product: C(=O)NC1(CC(CC(C1)(C)C)(C)C)C (N-formyl-1,3,3,5,5-pentamethylcyclohexanamine). Isolated yield 80.0%. RXN SMILES: [CH3:1][C:2]1(O)[CH2:7][C:6]([CH3:9])([CH3:8])[CH2:5][C:4]([CH3:11])([CH3:10])[CH2:3]1.C[Si]([C:17]#[N:18])(C)C.[OH-:19].[Na+]>C(O)(=O)C>[CH:17]([NH:18][C:2]1([CH3:1])[CH2:7][C:6]([CH3:9])([CH3:8])[CH2:5][C:4]([CH3:11])([CH3:10])[CH2:3]1)=[O:19] |f:2.3|. Reported procedure: To a vigorously stirred solution of 1,3,3,5,5-pentamethylcyclohexanol (3-13) (2.7 g, 15.6 mmol) and trimethylsilyl cyanide (2.36 g, 23.8 mmol) in acetic acid (2.5 ml) under argon 98% sulfuric acid (4.66 g, 47.6 mmol) was added, keeping temperature below -5° C. The mixture was stirred at room temperature for 22 h, then it was poured onto ice (100 g), neutralised with 50% NaOH solution to pH ~7 and extracted with ether (3*30 ml). The combined ether phases were washed with saline (50 ml), then drie... Starting materials: C(C)C(CC)N1CCC=2C(=NC=3C=C(C=CC3C21)I)C2=C(C=C(C=C2C)C)C (1-(1-ethylpropyl)-7-iodo-4-mesityl-2,3-dihydro-1H-pyrrolo[3,2-c]quinoline). Reagents/catalysts: [O-2].[O-2].[Mn+4] (manganese dioxide). Run in C1(=CC=CC=C1)C (toluene), C(Cl)Cl (methylene chloride). The product is C(C)C(CC)N1C=CC=2C(=NC=3C=C(C=CC3C21)I)C (1-(1-Ethylpropyl)-7-iodo-4-methyl-1H-pyrrolo[3,2-c]quinoline). Yield: 84.6%. Reaction SMILES: [CH2:1]([CH:3]([N:6]1[C:18]2[C:17]3[CH:16]=[CH:15][C:14]([I:19])=[CH:13][C:12]=3[N:11]=[C:10]([C:20]3C(C)=CC(C)=CC=3C)[C:9]=2[CH2:8][CH2:7]1)[CH2:4][CH3:5])[CH3:2]>C1(C)C=CC=CC=1.C(Cl)Cl.[O-2].[O-2].[Mn+4]>[CH2:1]([CH:3]([N:6]1[C:18]2[C:17]3[CH:16]=[CH:15][C:14]([I:19])=[CH:13][C:12]=3[N:11]=[C:10]([CH3:20])[C:9]=2[CH:8]=[CH:7]1)[CH2:4][CH3:5])[CH3:2] |f:3.4.5|. Reported procedure: Activated manganese dioxide (45 mg, 0.51 mmol) was added to a solution of 1-(1-ethylpropyl)-7-iodo-4-mesityl-2,3-dihydro-1H-pyrrolo[3,2-c]quinoline (39 mg, 0.10 mmol) in toluene (4.0 mL) and methylene chloride (4.0 mL), followed by heating under reflux for one day. The mixture was filtered through Celite and evaporated, to give the title compound (32 mg) as pale yellow crystals. The reactants are FC(C(=O)N[C@H]1CC[C@H](C2=CC=CC=C12)O)(F)F (2,2,2-Trifluoro-N-((1S,4R)-4-hydroxy-1,2,3,4-tetrahydro-naphthalen-1-yl)-acetamide), [OH-].[Na+] (sodium hydroxide), Cl (HCl), Cl (HCl). Run in CO (methanol). Reaction conditions: time 20 hour. The product is N[C@H]1CC[C@H](C2=CC=CC=C12)O ((1R,4S)-4-Amino-1,2,3,4-tetrahydro-naphthalen-1-ol). Isolated yield 69.0%. Reaction SMILES: FC(F)(F)C([NH:5][C@@H:6]1[C:15]2[C:10](=[CH:11][CH:12]=[CH:13][CH:14]=2)[C@H:9]([OH:16])[CH2:8][CH2:7]1)=O.[OH-].[Na+].Cl>CO>[NH2:5][C@@H:6]1[C:15]2[C:10](=[CH:11][CH:12]=[CH:13][CH:14]=2)[C@H:9]([OH:16])[CH2:8][CH2:7]1 |f:1.2|. Reported procedure: To a stirred solution of Intermediate 1c (117 g, 451 mmol) in methanol (0.7 L), 6N aqueous sodium hydroxide solution (190 mL, 1.14 mol) was added and stirred at RT for 20 h. The mixture was concentrated in vacuo and the residue was diluted with ethyl acetate (1 L) and water (0.5 L). Concentrated HCl solution (95 mL, 1.14 mol) was added slowly with stirring. Additional HCl was used to adjust the pH of the aqueous layer to pH=2. The mixture was then separated and the organic layer was extracted wi...